Task: describe an organic reaction: reactants, conditions, products, and yield. Dataset: the Open Reaction Database (ORD), a public repository of structured organic reaction records Reaction SMILES: [CH3:13][O:14][c:15]1[c:16]([NH2:25])[c:17]([O:23][CH3:24])[cH:18][c:19]([O:21][CH3:22])[cH:20]1.[Cl:1][c:2]1[n:3][c:4]([CH3:12])[n:5][c:6]2[cH:7][cH:8][cH:9][cH:10][c:11]12>>[c:2]1([NH:25][c:16]2[c:15]([O:14][CH3:13])[cH:20][c:19]([O:21][CH3:22])[cH:18][c:17]2[O:23][CH3:24])[n:3][c:4]([CH3:12])[n:5][c:6]2[cH:7][cH:8][cH:9][cH:10][c:11]12. Reactants: COc1cc(OC)c(N)c(OC)c1, Cc1nc(Cl)c2ccccc2n1. Yields the product COc1cc(OC)c(Nc2nc(C)nc3ccccc23)c(OC)c1.